describe an organic reaction: reactants, conditions, products, and yield From a dataset of the Open Reaction Database (ORD), a public repository of structured organic reaction records. Reactants: OCCCO, COCCOC, ClCCl, Fc1ccc(-c2noc(-c3cccc(Br)c3)n2)nc1, [Na+], [Na+], O=C([O-])[O-], c1ccc(P(c2ccccc2)(c2ccccc2)[Pd](P(c2ccccc2)(c2ccccc2)c2ccccc2)(P(c2ccccc2)(c2ccccc2)c2ccccc2)P(c2ccccc2)(c2ccccc2)c2ccccc2)cc1, OB(O)c1cccnc1. The product is Fc1ccc(-c2noc(-c3cccc(-c4cccnc4)c3)n2)nc1. As a reaction SMILES: [CH2:20]([OH:21])[CH2:22][CH2:23][OH:24].[CH3:34][O:35][CH2:36][CH2:37][O:38][CH3:39].[Cl:46][CH2:47][Cl:48].[F:1][c:2]1[cH:3][cH:4][c:5](-[c:8]2[n:9][o:10][c:11](-[c:13]3[cH:14][c:15]([Br:19])[cH:16][cH:17][cH:18]3)[n:12]2)[n:6][cH:7]1.[Na+:40].[Na+:41].[O-:42][C:43](=[O:44])[O-:45].[cH:49]1[cH:50][cH:51][c:52]([P:53]([Pd:54]([P:55]([c:56]2[cH:57][cH:58][cH:59][cH:60][cH:61]2)([c:62]2[cH:63][cH:64][cH:65][cH:66][cH:67]2)[c:68]2[cH:69][cH:70][cH:71][cH:72][cH:73]2)([P:74]([c:75]2[cH:76][cH:77][cH:78][cH:79][cH:80]2)([c:81]2[cH:82][cH:83][cH:84][cH:85][cH:86]2)[c:87]2[cH:88][cH:89][cH:90][cH:91][cH:92]2)[P:93]([c:94]2[cH:95][cH:96][cH:97][cH:98][cH:99]2)([c:100]2[cH:101][cH:102][cH:103][cH:104][cH:105]2)[c:106]2[cH:107][cH:108][cH:109][cH:110][cH:111]2)([c:112]2[cH:113][cH:114][cH:115][cH:116][cH:117]2)[c:118]2[cH:119][cH:120][cH:121][cH:122][cH:123]2)[cH:124][cH:125]1.[n:25]1[cH:26][c:27]([B:31]([OH:32])[OH:33])[cH:28][cH:29][cH:30]1>>[F:1][c:2]1[cH:3][cH:4][c:5](-[c:8]2[n:9][o:10][c:11](-[c:13]3[cH:14][c:15](-[c:27]4[cH:26][n:25][cH:30][cH:29][cH:28]4)[cH:16][cH:17][cH:18]3)[n:12]2)[n:6][cH:7]1. The reactants are CC(=O)O[BH-](OC(C)=O)OC(C)=O, CN(C)CCN, CC(=O)O, CCOC(C)=O, COC(=O)c1ccc2c(C3CCCCC3)c3n(c2c1)CC(=O)COc1ccccc1-3, ClCCCl, [Na+], [Na+], [OH-]. The product is COC(=O)c1ccc2c(C3CCCCC3)c3n(c2c1)CC(NCCN(C)C)COc1ccccc1-3. As a reaction SMILES: [C:41]([O:42][BH-:43]([O:44][C:45](=[O:46])[CH3:47])[O:48][C:49](=[O:50])[CH3:51])(=[O:52])[CH3:53].[CH3:31][N:32]([CH2:33][CH2:34][NH2:35])[CH3:36].[CH3:37][C:38](=[O:39])[OH:40].[CH3:61][CH2:62][O:63][C:64]([CH3:65])=[O:66].[CH:1]1([c:7]2[c:8]3[cH:9][cH:10][c:11]([C:27](=[O:28])[O:29][CH3:30])[cH:12][c:13]3[n:14]3[c:21]2-[c:20]2[c:19]([cH:25][cH:24][cH:23][cH:22]2)[O:18][CH2:17][C:16](=[O:26])[CH2:15]3)[CH2:2][CH2:3][CH2:4][CH2:5][CH2:6]1.[Cl:57][CH2:58][CH2:59][Cl:60].[Na+:54].[Na+:56].[OH-:55]>>[CH:1]1([c:7]2[c:8]3[cH:9][cH:10][c:11]([C:27](=[O:28])[O:29][CH3:30])[cH:12][c:13]3[n:14]3[c:21]2-[c:20]2[c:19]([cH:25][cH:24][cH:23][cH:22]2)[O:18][CH2:17][CH:16]([NH:35][CH2:34][CH2:33][N:32]([CH3:31])[CH3:36])[CH2:15]3)[CH2:2][CH2:3][CH2:4][CH2:5][CH2:6]1. Starting materials: O.NN (hydrazine monohydrate), COC1=CC=C(C(=O)CCC(=O)O)C=C1 (3-(4-methoxybenzoyl)propionic acid), Br (HBr), acid. The solvent is C(C)O (ethanol), O (water). Run at temperature 110 celsius. Yields the product OC1=CC=C(C=C1)C=1CCC(NN1)=O (6-(4-hydroxyphenyl)-4,5-dihydro-3(2H)-pyridazinone). The yield is 41053.6%. Reaction SMILES: C[O:2][C:3]1[CH:15]=[CH:14][C:6]([C:7]([CH2:9][CH2:10][C:11](O)=[O:12])=O)=[CH:5][CH:4]=1.Br.O.[NH2:18][NH2:19]>O.C(O)C>[OH:2][C:3]1[CH:15]=[CH:14][C:6]([C:7]2[CH2:9][CH2:10][C:11](=[O:12])[NH:18][N:19]=2)=[CH:5][CH:4]=1 |f:2.3|. Reported procedure: A mixture of 25.0g (0.120 mmol) of 3-(4-methoxybenzoyl)propionic acid and 175 ml of 48% HBr is heated under N2 at 110° C. for 5 hrs. After cooling, the mixture is diluted with an equal volume of water and exhaustively extracted with EtOAc (5×100 ml). The organic phase is washed with saturated NaCl, dried (MgSO4), filtered and the solvent removed to leave a white solid. After recrystallization from EtOAc, 16.8 g of 3-(4-hydroxybenzoyl)propionic acid, m.p. 157°-159° C., is obtained. Yield, 72. A m... Reactants: CC(C)CN, CCOC(C)=O, CN(C)C=O, CCN(C(C)C)C(C)C, CC1CCC(C(C)C)C(N2CC(C(=O)O)CC2=O)C1, O=C(Cl)C(=O)Cl, ClCCl, Cl. Yields the product CC(C)CNC(=O)C1CC(=O)N(C2CC(C)CCC2C(C)C)C1. RXN SMILES: [CH2:35]([CH:36]([CH3:37])[CH3:38])[NH2:39].[CH3:44][CH2:45][O:46][C:47](=[O:48])[CH3:49].[CH3:50][N:51]([CH3:52])[CH:53]=[O:54].[CH:26]([N:27]([CH2:28][CH3:29])[CH:30]([CH3:31])[CH3:32])([CH3:33])[CH3:34].[CH:7]([CH3:8])([CH3:9])[CH:10]1[CH:11]([N:17]2[CH2:18][CH:19]([C:23](=[O:24])[OH:25])[CH2:20][C:21]2=[O:22])[CH2:12][CH:13]([CH3:16])[CH2:14][CH2:15]1.[Cl:1][C:2]([C:3]([Cl:4])=[O:5])=[O:6].[Cl:41][CH2:42][Cl:43].[ClH:40]>>[CH:7]([CH3:8])([CH3:9])[CH:10]1[CH:11]([N:17]2[CH2:18][CH:19]([C:23](=[O:25])[NH:39][CH2:35][CH:36]([CH3:37])[CH3:38])[CH2:20][C:21]2=[O:22])[CH2:12][CH:13]([CH3:16])[CH2:14][CH2:15]1. Starting materials: CC(Br)c1nc2ncccc2c(=O)n1-c1ccc(F)cc1, CN, CCO. Yields the product CNC(C)c1nc2ncccc2c(=O)n1-c1ccc(F)cc1. As a reaction SMILES: [Br:1][CH:2]([CH3:3])[c:4]1[n:5](-[c:15]2[cH:16][cH:17][c:18]([F:21])[cH:19][cH:20]2)[c:6](=[O:14])[c:7]2[c:8]([n:9]1)[n:10][cH:11][cH:12][cH:13]2.[CH3:22][NH2:23].[CH3:24][CH2:25][OH:26]>>[CH:2]([CH3:3])([c:4]1[n:5](-[c:15]2[cH:16][cH:17][c:18]([F:21])[cH:19][cH:20]2)[c:6](=[O:14])[c:7]2[c:8]([n:9]1)[n:10][cH:11][cH:12][cH:13]2)[NH:23][CH3:22].